Dataset: the Open Reaction Database (ORD), a public repository of structured organic reaction records. Task: describe an organic reaction: reactants, conditions, products, and yield Reactants: Cl.NC1CC2=CC=CC=C2C1 (2-Aminoindan hydrochloride), N12CCCCCC2=NCCC1 (1,8-diazabicyclo[5.4.0]undec-7-ene), C(C)(C)S(=O)(=O)Cl (isopropylsulfonyl chloride). Solvent: ClCCl (dichloromethane). Conditions: temperature 0 celsius. Product: C1C(CC2=CC=CC=C12)NS(=O)(=O)C(C)C (N-(2,3-dihydro-1H-inden-2-yl)-2-propanesulfonamide). The yield is 164.3%. Reaction SMILES: Cl.[NH2:2][CH:3]1[CH2:11][C:10]2[C:5](=[CH:6][CH:7]=[CH:8][CH:9]=2)[CH2:4]1.N12CCCN=C1CCCCC2.[CH:23]([S:26](Cl)(=[O:28])=[O:27])([CH3:25])[CH3:24]>ClCCl>[CH2:4]1[C:5]2[C:10](=[CH:9][CH:8]=[CH:7][CH:6]=2)[CH2:11][CH:3]1[NH:2][S:26]([CH:23]([CH3:25])[CH3:24])(=[O:28])=[O:27] |f:0.1|. Reported procedure: 2-Aminoindan hydrochloride (5.16 g, 30 mmol, Sigma Aldrich Company Ltd.) was suspended in dry dichloromethane (100 ml), and cooled with stirring under argon to 0° C. To the suspension was added 1,8-diazabicyclo[5.4.0]undec-7-ene (14 g, 92 mmol) followed by the dropwise addition of isopropylsulfonyl chloride (8.56 g, 60 mmol). The cooling bath was removed and the mixture stirred at room temperature for 1 h. The reaction mixture was diluted with dichloromethane (50 ml) and washed with 1 M hydrochl... Reactants: S(=O)(=O)(CCO)CCO (2,2′-sulfonyldiethanol), ClC(=O)OC1=CC=C(C=C1)[N+](=O)[O-] (p-nitrophenyl chloroformate). The solvent is N1=CC=CC=C1 (pyridine). The product is OCCS(=O)(=O)CCOC(=O)OC1=CC=C(C=C1)[N+](=O)[O-] (4-nitrophenyl {2-[(2-hydroxyethyl)sulfonyl]ethoxy}formate). RXN SMILES: [S:1]([CH2:7][CH2:8][OH:9])([CH2:4][CH2:5][OH:6])(=[O:3])=[O:2].Cl[C:11]([O:13][C:14]1[CH:19]=[CH:18][C:17]([N+:20]([O-:22])=[O:21])=[CH:16][CH:15]=1)=[O:12]>N1C=CC=CC=1>[OH:6][CH2:5][CH2:4][S:1]([CH2:7][CH2:8][O:9][C:11]([O:13][C:14]1[CH:15]=[CH:16][C:17]([N+:20]([O-:22])=[O:21])=[CH:18][CH:19]=1)=[O:12])(=[O:3])=[O:2]. Procedure details: A solution of 2,2′-sulfonyldiethanol (4.85 g, 39.75 mmol) and p-nitrophenyl chloroformate (2.0 g, 9.92 mmol), in 20 ml of dry pyridine, was stirred for 2 h at room temperature and then evaporated to dryness. The residue was dissolved in 350 ml of ethyl acetate and washed with water (4×100 ml). The organic solution was dried over sodium sulfate, filtered and evaporated. The crude product was purified by silica gel chromatography, eluting with ethyl acetate. The pure product fractions were pooled ... Starting materials: [BH4-].[Na+] (sodium borohydride), O1CCOC2=C1C=CC=C2N2CCN(CC2)C2C(C1=CC(=CC=C1C2)OC)=O (2-[4-(2,3-Dihydro[1,4]benzodioxin-5-yl)piperazin-1-yl]-6-methoxy-indan-1-one). The solvent is O1CCCC1 (tetrahydrofuran). Reaction conditions: time 8 hour. Product: O1CCOC2=C1C=CC=C2N2CCN(CC2)[C@@H]2[C@@H](C1=CC(=CC=C1C2)OC)O (Cis-2-[4-(2,3-dihydro[1,4]benzodioxin-5-yl)piperazin-1-yl]-6-methoxyindan-1-ol). As a reaction SMILES: [BH4-].[Na+].[O:3]1[C:8]2[CH:9]=[CH:10][CH:11]=[C:12]([N:13]3[CH2:18][CH2:17][N:16]([CH:19]4[CH2:27][C:26]5[C:21](=[CH:22][C:23]([O:28][CH3:29])=[CH:24][CH:25]=5)[C:20]4=[O:30])[CH2:15][CH2:14]3)[C:7]=2[O:6][CH2:5][CH2:4]1>O1CCCC1>[O:3]1[C:8]2[CH:9]=[CH:10][CH:11]=[C:12]([N:13]3[CH2:14][CH2:15][N:16]([C@H:19]4[CH2:27][C:26]5[C:21](=[CH:22][C:23]([O:28][CH3:29])=[CH:24][CH:25]=5)[C@H:20]4[OH:30])[CH2:17][CH2:18]3)[C:7]=2[O:6][CH2:5][CH2:4]1 |f:0.1|. Procedure: 2.8 g (73.8 mmol) of sodium borohydride are added in fractions over the course of 15 minutes at room temperature to 28.0 g (73.6 mmol) of the compound obtained in Step 2 in 220 ml of tetrahydrofuran. The mixture is stirred overnight at room temperature, and then for 4 hours at reflux. After evaporation, the residue is taken up in 1 liter of dichloromethane, washed twice with 500 ml of water and then dried over magnesium sulphate. After concentration, the residue is chromatographed over silica (e... Starting materials: C(C)(=O)C1=C(C=CC(=C1)CN1CCN(CC1)CCO)O (2-Acetyl-4-[4-(2-hydroxyethyl)-piperazin-1-yl-methyl]phenol), C(Cl)(Cl)Cl (CHCl3), Cl.NO (Hydroxylamine hydrochloride), C([O-])(O)=O.[Na+] (sodium bicarbonate). Solvent: CO (methanol), O (water). Reaction conditions: temperature 65 celsius, time 24 hour. Yields the product ON=C(C)C1=C(C=CC(=C1)CN1CCN(CC1)CCO)O (2-(1-hydroxyiminoethyl)-4-[4-(2-hydroxyethyl)piperazin-1-ylmethyl]phenol). The yield is 59.1%. RXN SMILES: Cl.[NH2:2][OH:3].C(=O)(O)[O-].[Na+].[C:9]([C:12]1[CH:17]=[C:16]([CH2:18][N:19]2[CH2:24][CH2:23][N:22]([CH2:25][CH2:26][OH:27])[CH2:21][CH2:20]2)[CH:15]=[CH:14][C:13]=1[OH:28])(=O)[CH3:10].C(Cl)(Cl)Cl>O.CO>[OH:3][N:2]=[C:9]([C:12]1[CH:17]=[C:16]([CH2:18][N:19]2[CH2:24][CH2:23][N:22]([CH2:25][CH2:26][OH:27])[CH2:21][CH2:20]2)[CH:15]=[CH:14][C:13]=1[OH:28])[CH3:10] |f:0.1,2.3|. Procedure details: Hydroxylamine hydrochloride (63 mg, 0.9 mmol) and sodium bicarbonate (76 mg, 0.9 mmol) were dissolved in distilled water (1 ml). 2-Acetyl-4-[4-(2-hydroxyethyl)-piperazin-1-yl-methyl]phenol (85 mg, 0.3 mmol) in absolute methanol (2 ml) was added and the reaction mixture was stirred at 65° C. for 24 h. CHCl3 (20 ml) was then added, the organic phase washed with water followed by brine, dried over Na2SO4, filtered and evaporated to obtain the title product (52 mg, 81%). The reactants are FC1=C(CC2CCNC3=NC=CC=C23)C=C(C=C1)F (4-(2,5-difluorobenzyl)-1,2,3,4-tetrahydro-[1,8]naphthyridine), BrN1C(CCC1=O)=O (N-bromosuccinimide), ( 1 ). The solvent is C(Cl)Cl.C(C)(=O)O (CH2Cl2 acetic acid). Product: BrC=1C=C2C(CCNC2=NC1)CC1=C(C=CC(=C1)F)F (6-Bromo-4-(2,5-difluorobenzyl)-1,2,3,4-tetrahydro-[1,8]naphthyridine), oil. Isolated yield 30.0%. As a reaction SMILES: [F:1][C:2]1[CH:18]=[CH:17][C:16]([F:19])=[CH:15][C:3]=1[CH2:4][CH:5]1[C:14]2[C:9](=[N:10][CH:11]=[CH:12][CH:13]=2)[NH:8][CH2:7][CH2:6]1.[Br:20]N1C(=O)CCC1=O>C(Cl)Cl.C(O)(=O)C>[Br:20][C:12]1[CH:13]=[C:14]2[C:9](=[N:10][CH:11]=1)[NH:8][CH2:7][CH2:6][CH:5]2[CH2:4][C:3]1[CH:15]=[C:16]([F:19])[CH:17]=[CH:18][C:2]=1[F:1] |f:2.3|. Reported procedure: To a solution of 4-(2,5-difluorobenzyl)-1,2,3,4-tetrahydro-[1,8]naphthyridine (23 mg) in CH2Cl2/acetic acid (5.5 mL, 10:1, v/v) was added N-bromosuccinimide (18.8 mg, 1.2 eq). The reaction was stirred at room temperature for one (1) hour, concentrated under reduced pressure, and purified by silica gel chromatography using a gradient of 0-60% ethyl acetate/hexane as the eluting solvent to give the title compound as a clear, colorless oil (30% yield). LCMS: m/z=339 (M+H+), 1H-NMR (CDCl3, 400 MHz) ... Reactants: NC1=NC=CC(=C1)OC1=CC=C(C=C1)[N+](=O)[O-] (2-amino-4-(4-nitrophenoxy)pyridine), [Cl-].[NH4+] (ammonium chloride), C(C)O (ethanol), CN(C=O)C (dimethylformamide). Reagents/catalysts: [Fe] (iron). Solvent: O (water). Run at temperature 100 celsius, time 10 minute. The product is NC1=NC=CC(=C1)OC1=CC=C(C=C1)N (2-Amino-4-(4-aminophenoxy)pyridine). As a reaction SMILES: [NH2:1][C:2]1[CH:7]=[C:6]([O:8][C:9]2[CH:14]=[CH:13][C:12]([N+:15]([O-])=O)=[CH:11][CH:10]=2)[CH:5]=[CH:4][N:3]=1.[Cl-].[NH4+].C(O)C.CN(C)C=O>[Fe].O>[NH2:1][C:2]1[CH:7]=[C:6]([O:8][C:9]2[CH:14]=[CH:13][C:12]([NH2:15])=[CH:11][CH:10]=2)[CH:5]=[CH:4][N:3]=1 |f:1.2|. Procedure details: After adding 1 g of 2-amino-4-(4-nitrophenoxy)pyridine to a mixture of 2.0 g of iron powder, 4.0 g of ammonium chloride, 30 ml of ethanol, 30 ml of dimethylformamide and 15 ml of water, the mixture was vigorously stirred at 100° C. for 10 minutes. The reaction solution was filtered with celite and the solvent was distilled off under reduced pressure to obtain 0.53 g of the target substance as a solid. Reactants: CC#N, O, O=C(O)C(F)(F)F, CCOC1OC(=O)CC1NC(=O)CN1CC(CNS(=O)(=O)c2ccccc2)=CCC(NC(=O)c2nccc3ccccc23)C1=O. Yields the product O=C(CN1CC(CNS(=O)(=O)c2ccccc2)=CCC(NC(=O)c2nccc3ccccc23)C1=O)NC1CC(=O)OC1O. As a reaction SMILES: [CH3:53][C:54]#[N:55].[OH2:56].[OH:46][C:47]([C:48]([F:49])([F:50])[F:51])=[O:52].[c:1]1([S:7](=[O:8])(=[O:9])[NH:10][CH2:11][C:12]2=[CH:13][CH2:14][CH:15]([NH:33][C:34](=[O:35])[c:36]3[n:37][cH:38][cH:39][c:40]4[cH:41][cH:42][cH:43][cH:44][c:45]34)[C:16](=[O:32])[N:17]([CH2:19][C:20]([NH:21][CH:22]3[CH:23]([O:28][CH2:29][CH3:30])[O:24][C:25](=[O:27])[CH2:26]3)=[O:31])[CH2:18]2)[cH:2][cH:3][cH:4][cH:5][cH:6]1>>[c:1]1([S:7](=[O:8])(=[O:9])[NH:10][CH2:11][C:12]2=[CH:13][CH2:14][CH:15]([NH:33][C:34](=[O:35])[c:36]3[n:37][cH:38][cH:39][c:40]4[cH:41][cH:42][cH:43][cH:44][c:45]34)[C:16](=[O:32])[N:17]([CH2:19][C:20]([NH:21][CH:22]3[CH:23]([OH:28])[O:24][C:25](=[O:27])[CH2:26]3)=[O:31])[CH2:18]2)[cH:2][cH:3][cH:4][cH:5][cH:6]1. Starting materials: CCOC(=O)C(C)c1ccc(C=O)cc1, Cl, C1=C(N2CCCC2)CCCC1, O, c1ccccc1. Product: CCOC(=O)C(C)c1ccc(C=C2CCCCC2=O)cc1. Reaction SMILES: [CH:1](=[O:2])[c:3]1[cH:4][cH:5][c:6]([CH:9]([C:10](=[O:11])[O:12][CH2:13][CH3:14])[CH3:15])[cH:7][cH:8]1.[ClH:27].[N:16]1([C:21]2=[CH:22][CH2:23][CH2:24][CH2:25][CH2:26]2)[CH2:17][CH2:18][CH2:19][CH2:20]1.[OH2:28].[cH:29]1[cH:30][cH:31][cH:32][cH:33][cH:34]1>>[CH:1]([c:3]1[cH:4][cH:5][c:6]([CH:9]([C:10](=[O:11])[O:12][CH2:13][CH3:14])[CH3:15])[cH:7][cH:8]1)=[C:22]1[C:21](=[O:28])[CH2:26][CH2:25][CH2:24][CH2:23]1. Reactants: O (Water), N1C=NC=C1 (Imidazole), CC(C)(C)[Si](C)(C)Cl (TBDMSCl), C(C)OC(C(CCCC)O)=O (2-hydroxy-hexanoic acid ethyl ester). The solvent is C(C)OCC (diethyl ether), CN(C)C=O (DMF). Reaction conditions: time 18 hour. The product is [Si](C)(C)(C(C)(C)C)OC(C(=O)OCC)CCCC (ethyl 2-{[tert-butyl(dimethyl)silyl]oxy}hexanoate). Yield: 96.7%. Reaction SMILES: N1C=CN=C1.[CH3:6][C:7]([Si:10](Cl)([CH3:12])[CH3:11])([CH3:9])[CH3:8].[CH2:14]([O:16][C:17](=[O:24])[CH:18]([OH:23])[CH2:19][CH2:20][CH2:21][CH3:22])[CH3:15].O>CN(C=O)C.C(OCC)C>[Si:10]([O:23][CH:18]([CH2:19][CH2:20][CH2:21][CH3:22])[C:17]([O:16][CH2:14][CH3:15])=[O:24])([C:7]([CH3:9])([CH3:8])[CH3:6])([CH3:12])[CH3:11]. Procedure details: Imidazole (4.10 g, 60.22 mmol) and TBDMSCl (3.60 g, 23.89 mmol) was added to a stirred solution of 2-hydroxy-hexanoic acid ethyl ester (3.20 g, 19.97 mmol) in DMF (25 mL). The reaction mixture was kept at ambient temperature for 18 hrs. Water and diethyl ether were added and the two phases were separated. The aqueous phase was extracted with diethyl ether. The organic extracts were combined and washed sequentially with 0.5 M HCl and water, dried over MgSO4 and concentrated in vacuo to give the t...